From a dataset of the Open Reaction Database (ORD), a public repository of structured organic reaction records. describe an organic reaction: reactants, conditions, products, and yield Reactants: O=C1Cc2c(cccc2-c2ccc(Br)cc2)N1, C1CCNCC1, Cc1cc(C)c(C=O)[nH]1, CCO. Product: Cc1cc(C)c(C=C2C(=O)Nc3cccc(-c4ccc(Br)cc4)c32)[nH]1. Reaction SMILES: [Br:1][c:2]1[cH:3][cH:4][c:5](-[c:8]2[c:9]3[c:13]([cH:14][cH:15][cH:16]2)[NH:12][C:11](=[O:17])[CH2:10]3)[cH:6][cH:7]1.[CH2:27]1[CH2:28][CH2:29][NH:30][CH2:31][CH2:32]1.[CH3:18][c:19]1[c:20]([CH:25]=[O:26])[nH:21][c:22]([CH3:24])[cH:23]1.[CH3:33][CH2:34][OH:35]>>[Br:1][c:2]1[cH:3][cH:4][c:5](-[c:8]2[c:9]3[c:13]([cH:14][cH:15][cH:16]2)[NH:12][C:11](=[O:17])[C:10]3=[CH:25][c:20]2[c:19]([CH3:18])[cH:23][c:22]([CH3:24])[nH:21]2)[cH:6][cH:7]1.